This data is from the Open Reaction Database (ORD), a public repository of structured organic reaction records. The task is: describe an organic reaction: reactants, conditions, products, and yield The reactants are C1CCOC1, [H-], [Na+], COCCOS(=O)(=O)c1ccc(C)cc1, SC(c1ccccc1)(c1ccccc1)c1ccccc1. Yields the product COCCSC(c1ccccc1)(c1ccccc1)c1ccccc1. As a reaction SMILES: [CH2:38]1[O:39][CH2:40][CH2:41][CH2:42]1.[H-:1].[Na+:2].[O:23]([S:24]([c:25]1[cH:26][cH:27][c:28]([CH3:29])[cH:30][cH:31]1)(=[O:32])=[O:33])[CH2:34][CH2:35][O:36][CH3:37].[c:3]1([C:9]([c:10]2[cH:11][cH:12][cH:13][cH:14][cH:15]2)([c:16]2[cH:17][cH:18][cH:19][cH:20][cH:21]2)[SH:22])[cH:4][cH:5][cH:6][cH:7][cH:8]1>>[c:3]1([C:9]([c:10]2[cH:11][cH:12][cH:13][cH:14][cH:15]2)([c:16]2[cH:17][cH:18][cH:19][cH:20][cH:21]2)[S:22][CH2:34][CH2:35][O:36][CH3:37])[cH:4][cH:5][cH:6][cH:7][cH:8]1. Reactants: ClCCl, CC(C)(C)OC(=O)Cc1ccc(Oc2ccc(NC(=O)c3ccc(Cl)c(Cl)c3)cc2)c(CNC(=O)c2cccnc2)c1, O=C(O)C(F)(F)F. The product is O=C(O)Cc1ccc(Oc2ccc(NC(=O)c3ccc(Cl)c(Cl)c3)cc2)c(CNC(=O)c2cccnc2)c1. RXN SMILES: [CH2:43]([Cl:44])[Cl:45].[Cl:1][c:2]1[cH:3][c:4]([C:5](=[O:6])[NH:7][c:8]2[cH:9][cH:10][c:11]([O:12][c:13]3[c:14]([CH2:27][NH:28][C:29]([c:30]4[cH:31][n:32][cH:33][cH:34][cH:35]4)=[O:36])[cH:15][c:16]([CH2:19][C:20](=[O:21])[O:22][C:23]([CH3:24])([CH3:25])[CH3:26])[cH:17][cH:18]3)[cH:37][cH:38]2)[cH:39][cH:40][c:41]1[Cl:42].[F:46][C:47]([F:48])([F:49])[C:50]([OH:51])=[O:52]>>[Cl:1][c:2]1[cH:3][c:4]([C:5](=[O:6])[NH:7][c:8]2[cH:9][cH:10][c:11]([O:12][c:13]3[c:14]([CH2:27][NH:28][C:29]([c:30]4[cH:31][n:32][cH:33][cH:34][cH:35]4)=[O:36])[cH:15][c:16]([CH2:19][C:20](=[O:21])[OH:22])[cH:17][cH:18]3)[cH:37][cH:38]2)[cH:39][cH:40][c:41]1[Cl:42]. Reactants: C1(CC1)NC=1SC(=C(N1)C)C(=O)O (2-cyclopropylamino-4-methyl-thiazole-5-carboxylic acid), C1(CC1)NC=1SC(=C(N1)C)C(=O)Cl (2-cyclopropylamino-4-methyl-thiazole-5-carboxylic acid chloride), P(Cl)(Cl)(Cl)(Cl)Cl (phosphorus pentachloride), Cl.NC(C#N)C=1OC=CC1 (amino-furan-2-yl-acetonitrile hydrochloride). The solvent is C(C)N(CC)CC (triethylamine). Yields the product C(#N)C(C=1OC=CC1)NC(=O)C1=C(N=C(S1)NC1CC1)C (2-cyclopropylamino-4-methyl-thiazole-5-carboxylic acid (cyano-furan-2-yl-methyl)-amide). The yield is 38.9%. RXN SMILES: [CH:1]1([NH:4][C:5]2[S:6][C:7]([C:11]([OH:13])=O)=[C:8]([CH3:10])[N:9]=2)[CH2:3][CH2:2]1.C1(NC2SC(C(Cl)=O)=C(C)N=2)CC1.P(Cl)(Cl)(Cl)(Cl)Cl.Cl.[NH2:34][CH:35]([C:38]1[O:39][CH:40]=[CH:41][CH:42]=1)[C:36]#[N:37]>C(N(CC)CC)C>[C:36]([CH:35]([NH:34][C:11]([C:7]1[S:6][C:5]([NH:4][CH:1]2[CH2:2][CH2:3]2)=[N:9][C:8]=1[CH3:10])=[O:13])[C:38]1[O:39][CH:40]=[CH:41][CH:42]=1)#[N:37] |f:3.4|. Procedure details: 1.4g of 2-cyclopropylamino-4-methyl-thiazole-5-carboxylic acid was converted into 2-cyclopropylamino-4-methyl-thiazole-5-carboxylic acid chloride using 1.6g of phosphorus pentachloride according to the same procedure as EXAMPLE 1. Then 1.2g of amino-furan-2-yl-acetonitrile hydrochloride and 3.2ml of triethylamine were added thereto and the reaction mixture was treated according to the same procedure as EXAMPLE 1 to obtain 0.83g (Yield 35%) of the title compound. Reactants: C1(CC1)CC=O (2-cyclopropylethanal), C(NN)(=O)OCC (Ethyl carbazate). Solvent: CCO (EtOH). Reaction conditions: time 12 hour. The product is C(C)OC(=O)NN=CCC1CC1 (N′-(2-Cyclopropylethylidene)hydrazinecarboxylic acid ethyl ester). Yield: 85.0%. As a reaction SMILES: [CH:1]1([CH2:4][CH:5]=O)[CH2:3][CH2:2]1.[C:7]([O:11][CH2:12][CH3:13])(=[O:10])[NH:8][NH2:9]>CCO>[CH2:12]([O:11][C:7]([NH:8][N:9]=[CH:5][CH2:4][CH:1]1[CH2:2][CH2:3]1)=[O:10])[CH3:13]. Procedure: The solution of 2-cyclopropylethanal was diluted with 50 mL EtOH. Ethyl carbazate (5.14 g, 49.3 mmol) was added and the solution stirred at room temperature for 12 h, upon which it was concentrated in vacuo and the crude material was purified by flash column chromatography (0-5% MeOH in CH2Cl2) to give 7.1 g (85%) of the hydrazone (4a) as a colorless crystalline solid. 1H-NMR (400 MHz, CDCl3): 8.21 (br s, 1H); 7.21 (s, 1H); 4.23 (m, 2H); 2.17 (t, 3H, J=5.9 Hz) 1.06 (m, 2H); 0.80 (m, 1H); 0.1 (d,...